This data is from the Open Reaction Database (ORD), a public repository of structured organic reaction records. The task is: describe an organic reaction: reactants, conditions, products, and yield The reactants are C1(=CCCCC1)C=1C(=NC=C(C(=O)O)C1)OCC(F)(F)F (5-cyclohex-1-enyl-6-(2,2,2-trifluoroethoxy)nicotinic acid), FC(C1=NOC(=N1)CN)(F)F (3-(trifluoromethyl)-1,2,4-oxadiazole-5-methanamine). Product: C1(=CCCCC1)C=1C(=NC=C(C(=O)NCC2=NC(=NO2)C(F)(F)F)C1)OCC(F)(F)F (5-cyclohex-1-enyl-6-(2,2,2-trifluoro-ethoxy)-N-(3-trifluoromethyl-[1,2,4]oxadiazol-5-ylmethyl)-nicotinamide). Reaction SMILES: [C:1]1([C:7]2[C:8]([O:16][CH2:17][C:18]([F:21])([F:20])[F:19])=[N:9][CH:10]=[C:11]([CH:15]=2)[C:12]([OH:14])=O)[CH2:6][CH2:5][CH2:4][CH2:3][CH:2]=1.[F:22][C:23]([F:32])([F:31])[C:24]1[N:28]=[C:27]([CH2:29][NH2:30])[O:26][N:25]=1>>[C:1]1([C:7]2[C:8]([O:16][CH2:17][C:18]([F:21])([F:20])[F:19])=[N:9][CH:10]=[C:11]([CH:15]=2)[C:12]([NH:30][CH2:29][C:27]2[O:26][N:25]=[C:24]([C:23]([F:32])([F:31])[F:22])[N:28]=2)=[O:14])[CH2:6][CH2:5][CH2:4][CH2:3][CH:2]=1. Procedure: The title compound was synthesized in analogy to Example 1b using 5-cyclohex-1-enyl-6-(2,2,2-trifluoroethoxy)nicotinic acid (Example 2b) and 3-(trifluoromethyl)-1,2,4-oxadiazole-5-methanamine (944905-93-5) as starting materials; MS (ESI) 451.2 (M+H)+. Reactants: CC1=C(C(=NO1)C1=CC=CC=C1)COC1=NC=C(C(=O)O)C=C1 (6-(5-methyl-3-phenyl-isoxazol-4-ylmethoxy)-nicotinic acid), C1(CCC1)N (cyclobutylamine). Product: C1(CCC1)NC(C1=CN=C(C=C1)OCC=1C(=NOC1C)C1=CC=CC=C1)=O (N-Cyclobutyl-6-(5-methyl-3-phenyl-isoxazol-4-ylmethoxy)-nicotinamide). Yield: 56.0%. Reaction SMILES: [CH3:1][C:2]1[O:6][N:5]=[C:4]([C:7]2[CH:12]=[CH:11][CH:10]=[CH:9][CH:8]=2)[C:3]=1[CH2:13][O:14][C:15]1[CH:23]=[CH:22][C:18]([C:19]([OH:21])=O)=[CH:17][N:16]=1.[CH:24]1([NH2:28])[CH2:27][CH2:26][CH2:25]1>>[CH:24]1([NH:28][C:19](=[O:21])[C:18]2[CH:22]=[CH:23][C:15]([O:14][CH2:13][C:3]3[C:4]([C:7]4[CH:8]=[CH:9][CH:10]=[CH:11][CH:12]=4)=[N:5][O:6][C:2]=3[CH3:1])=[N:16][CH:17]=2)[CH2:27][CH2:26][CH2:25]1. Reported procedure: As described for example 8b, 6-(5-methyl-3-phenyl-isoxazol-4-ylmethoxy)-nicotinic acid (100 mg, 0.32 mmol) was converted, using cyclobutylamine (1 M in DMF) instead of methylamine, to the title compound (66 mg, 56%) which was obtained as a white solid. MS: m/e=364.4 [M+H]+. The reactants are COC1=CC=C(CC2=NNC(C2)=O)C=C1 (3-(4-methoxybenzyl)-2-pyrazolin-5-one), B(Br)(Br)Br (boron tribromide). The solvent is ClCCl (dichloromethane). Conditions: temperature -78 celsius, time 12 hour. Yields the product OC1=CC=C(CC2=NNC(C2)=O)C=C1 (3-(4-Hydroxybenzyl)-2-pyrazolin-5-one). Reaction SMILES: C[O:2][C:3]1[CH:15]=[CH:14][C:6]([CH2:7][C:8]2[CH2:12][C:11](=[O:13])[NH:10][N:9]=2)=[CH:5][CH:4]=1.B(Br)(Br)Br>ClCCl>[OH:2][C:3]1[CH:15]=[CH:14][C:6]([CH2:7][C:8]2[CH2:12][C:11](=[O:13])[NH:10][N:9]=2)=[CH:5][CH:4]=1. Reported procedure: A stirred suspension of 3-(4-methoxybenzyl)-2-pyrazolin-5-one 2.5 mmol in dichloromethane 100 ml cooled at −78° C., was treated with boron tribromide 7.5 ml (1M in dichloromethane). After 1 hour at −78° C. the reaction mixture was stirred at room temperature for 12 hours. The mixture was quenched with water 50 ml. The aqueous phase was separated out, and basified with 5% sodium bicarbonate solution. The formed precipitate was filtered and crystallized from methanol. Reactants: NC1=CC=CC=C1 (aniline), CC(C)([O-])C.[Na+] (sodium tert-butoxide), O1CCOCC1 (dioxane), C(C1=CC=CC=C1)(=O)NC1=C(C(=O)OC)C=CC(=C1)Br (methyl 2-(benzamido)-4-bromobenzoate). Reagents/catalysts: C1(=CC=CC=C1)P([C-]1C=CC=C1)C1=CC=CC=C1.[C-]1(C=CC=C1)P(C1=CC=CC=C1)C1=CC=CC=C1.[Fe+2] (1,1′-bis(diphenylphosphino)ferrocene). Solvent: C(C)(=O)O (acetic acid). The product is N(C1=CC=CC=C1)C1=CC(=C(C(=O)OC)C=C1)NC(C1=CC=CC=C1)=O (methyl 4-(anilino)-2-(benzamido)benzoate). RXN SMILES: [NH2:1][C:2]1[CH:7]=[CH:6][CH:5]=[CH:4][CH:3]=1.CC(C)([O-])C.[Na+].O1CCOCC1.[C:20]([NH:28][C:29]1[CH:38]=[C:37](Br)[CH:36]=[CH:35][C:30]=1[C:31]([O:33][CH3:34])=[O:32])(=[O:27])[C:21]1[CH:26]=[CH:25][CH:24]=[CH:23][CH:22]=1>C1(P(C2C=CC=CC=2)[C-]2C=CC=C2)C=CC=CC=1.[C-]1(P(C2C=CC=CC=2)C2C=CC=CC=2)C=CC=C1.[Fe+2].C(O)(=O)C>[NH:1]([C:37]1[CH:36]=[CH:35][C:30]([C:31]([O:33][CH3:34])=[O:32])=[C:29]([NH:28][C:20](=[O:27])[C:21]2[CH:26]=[CH:25][CH:24]=[CH:23][CH:22]=2)[CH:38]=1)[C:2]1[CH:7]=[CH:6][CH:5]=[CH:4][CH:3]=1 |f:1.2,5.6.7|. Procedure: 0.16 mL of aniline, 0.12 g of 1,1′-bis(diphenylphosphino)ferrocene, 0.057 g of (1,1′-bis(diphenylphosphino)ferrocene)palladium(II) dichloride methylene chloride complex and 0.17 g of sodium tert-butoxide were added to 6 mL of dioxane solution containing 0.58 g of methyl 2-(benzamido)-4-bromobenzoate, and the resulting mixture was heated to reflux under nitrogen atmosphere for 4 hours. After the reaction mixture was cooled to room temperature, 1 mL of acetic acid was added and the solvent was eva... The reactants are C(C)(=O)NC1=C(C=C(C(=C1)C(CCCC)(C)CC)OCCCCCCCCCCCCCCCC)O (2-acetamido-4-(1-ethyl-1-methylpentyl)-5-hexadecyloxyphenol), Cl (hydrochloric acid). The solvent is C(C)O (ethanol). Product: Cl.NC1=C(C=C(C(=C1)C(CCCC)(C)CC)OCCCCCCCCCCCCCCCC)O (2-Amino-4-(1-ethyl-1-methylpentyl)-5-hexadecyloxyphenol Hydrochloric Acid Salt). Reaction SMILES: C([NH:4][C:5]1[CH:10]=[C:9]([C:11]([CH2:17][CH3:18])([CH3:16])[CH2:12][CH2:13][CH2:14][CH3:15])[C:8]([O:19][CH2:20][CH2:21][CH2:22][CH2:23][CH2:24][CH2:25][CH2:26][CH2:27][CH2:28][CH2:29][CH2:30][CH2:31][CH2:32][CH2:33][CH2:34][CH3:35])=[CH:7][C:6]=1[OH:36])(=O)C.[ClH:37]>C(O)C>[ClH:37].[NH2:4][C:5]1[CH:10]=[C:9]([C:11]([CH2:17][CH3:18])([CH3:16])[CH2:12][CH2:13][CH2:14][CH3:15])[C:8]([O:19][CH2:20][CH2:21][CH2:22][CH2:23][CH2:24][CH2:25][CH2:26][CH2:27][CH2:28][CH2:29][CH2:30][CH2:31][CH2:32][CH2:33][CH2:34][CH3:35])=[CH:7][C:6]=1[OH:36] |f:3.4|. Reported procedure: To 6 g of 2-acetamido-4-(1-ethyl-1-methylpentyl)-5-hexadecyloxyphenol were added 30 ml of ethanol and 25 ml of concentrated hydrochloric acid, and the resulting mixture was heated on a steam bath for 4 hours. Thereafter, the reaction solution was cooled with ice whereupon it separated into two layers. The oil layer was separated and dried under reduced pressure. Yield: 3.5 g. The reactants are [BH3-]C#N, C=O, CCN(CC=CC#CC(C)(C)C)Cc1cccc(NCc2cccc(-c3ccsc3)c2)c1, CC#N, [Na+]. Product: CCN(CC=CC#CC(C)(C)C)Cc1cccc(N(C)Cc2cccc(-c3ccsc3)c2)c1. As a reaction SMILES: [C:35]([BH3-:36])#[N:37].[CH2:33]=[O:34].[CH3:1][C:2]([C:3]#[C:4][CH:5]=[CH:6][CH2:7][N:8]([CH2:9][CH3:10])[CH2:11][c:12]1[cH:13][c:14]([NH:18][CH2:19][c:20]2[cH:21][c:22](-[c:26]3[cH:27][s:28][cH:29][cH:30]3)[cH:23][cH:24][cH:25]2)[cH:15][cH:16][cH:17]1)([CH3:31])[CH3:32].[CH3:39][C:40]#[N:41].[Na+:38]>>[CH3:1][C:2]([C:3]#[C:4][CH:5]=[CH:6][CH2:7][N:8]([CH2:9][CH3:10])[CH2:11][c:12]1[cH:13][c:14]([N:18]([CH2:19][c:20]2[cH:21][c:22](-[c:26]3[cH:27][s:28][cH:29][cH:30]3)[cH:23][cH:24][cH:25]2)[CH3:35])[cH:15][cH:16][cH:17]1)([CH3:31])[CH3:32].